Dataset: the Open Reaction Database (ORD), a public repository of structured organic reaction records. Task: describe an organic reaction: reactants, conditions, products, and yield Reactants: ClCCN=C=O (1-chloro-2-isocyanatoethane), cyclic ureas, carbamates, CC1=NC2=CC=CC(=C2C=C1)N1CCN(CC1)CCC=1C=C(C=CC1)N1C(NCC1)=O (1-(3-{2-[4-(2-Methyl-5-quinolinyl)-1-piperazinyl]ethyl}phenyl)-2-imidazolidinone), CC1=NC2=CC=CC(=C2C=C1)N1CCN(CC1)CCC=1C=C(N)C=CC1 (3-{2-[4-(2-methyl-5-quinolinyl)-1-piperazinyl]ethyl}aniline). Yields the product Cl.Cl.CC1=NC2=CC=CC(=C2C=C1)N1CCN(CC1)CCC=1C=C(C=CC1)N1C(NCC1)=O (1-(3-{2-[4-(2-Methyl-5-quinolinyl)-1-piperazinyl]ethyl}phenyl)-2-imidazolidinone dihydrochloride). Yield: 22.0%. RXN SMILES: CC1C=CC2C(=CC=CC=2N2CCN(CCC3C=C(C=CC=3)N)CC2)N=1.[Cl:27]CCN=C=O.[CH3:33][C:34]1[CH:43]=[CH:42][C:41]2[C:36](=[CH:37][CH:38]=[CH:39][C:40]=2[N:44]2[CH2:49][CH2:48][N:47]([CH2:50][CH2:51][C:52]3[CH:53]=[C:54]([N:58]4[CH2:62][CH2:61][NH:60][C:59]4=[O:63])[CH:55]=[CH:56][CH:57]=3)[CH2:46][CH2:45]2)[N:35]=1>>[ClH:27].[ClH:27].[CH3:33][C:34]1[CH:43]=[CH:42][C:41]2[C:36](=[CH:37][CH:38]=[CH:39][C:40]=2[N:44]2[CH2:49][CH2:48][N:47]([CH2:50][CH2:51][C:52]3[CH:53]=[C:54]([N:58]4[CH2:62][CH2:61][NH:60][C:59]4=[O:63])[CH:55]=[CH:56][CH:57]=3)[CH2:46][CH2:45]2)[N:35]=1 |f:3.4.5|. Procedure: The title compound was prepared in 22% yield according to the general procedure for the synthesis of cyclic ureas and carbamates (Method G) starting from 3-{2-[4-(2-methyl-5-quinolinyl)-1-piperazinyl]ethyl}aniline (D3) and 1-chloro-2-isocyanatoethane, via the free base 1-(3-{2-[4-(2-Methyl-5-quinolinyl)-1-piperazinyl]ethyl}phenyl)-2-imidazolidinone. Reactants: COC=1C=CC2=C(SC(=C2C(C2=CC=C(C=C2)O)=O)C2=CC=C(C=C2)OC)C1 (6-Methoxy-2-(4-methoxyphenyl)-3-(4-hydroxybenzoyl)benzo[b]thiophene), OC1CCN(CC1)C (4-hydroxy-1-methylpiperidine), C1(=CC=CC=C1)P(C1=CC=CC=C1)C1=CC=CC=C1 (triphenylphosphine), CCOC(=O)/N=N/C(=O)OCC (diethylazodicarboxylate). Solvent: O1CCCC1 (tetrahydrofuran). Product: COC=1C=CC2=C(SC(=C2C(C2=CC=C(C=C2)OC2CCN(CC2)C)=O)C2=CC=C(C=C2)OC)C1 (6-Methoxy-2-(4-Methoxyphenyl)-3-(4-[1-Methylpiperidin-4-oxy]benzoyl)benzo[b]thiophene). Isolated yield 57.0%. As a reaction SMILES: [CH3:1][O:2][C:3]1[CH:4]=[CH:5][C:6]2[C:10]([C:11](=[O:19])[C:12]3[CH:17]=[CH:16][C:15]([OH:18])=[CH:14][CH:13]=3)=[C:9]([C:20]3[CH:25]=[CH:24][C:23]([O:26][CH3:27])=[CH:22][CH:21]=3)[S:8][C:7]=2[CH:28]=1.O[CH:30]1[CH2:35][CH2:34][N:33]([CH3:36])[CH2:32][CH2:31]1.C1(P(C2C=CC=CC=2)C2C=CC=CC=2)C=CC=CC=1.CCOC(/N=N/C(OCC)=O)=O>O1CCCC1>[CH3:1][O:2][C:3]1[CH:4]=[CH:5][C:6]2[C:10]([C:11](=[O:19])[C:12]3[CH:13]=[CH:14][C:15]([O:18][CH:30]4[CH2:35][CH2:34][N:33]([CH3:36])[CH2:32][CH2:31]4)=[CH:16][CH:17]=3)=[C:9]([C:20]3[CH:25]=[CH:24][C:23]([O:26][CH3:27])=[CH:22][CH:21]=3)[S:8][C:7]=2[CH:28]=1. Procedure details: 6-Methoxy-2-(4-methoxyphenyl)-3-(4-hydroxybenzoyl)benzo[b]thiophene (1.17 g, 3.00 mmol) and 4-hydroxy-1-methylpiperidine (691 mg, 6.00 mmol) were dissolved in 50 mL of anhydrous tetrahydrofuran. This solution was stirred and triphenylphosphine (1.57 g, 6.00 mmol) and diethylazodicarboxylate (DEAD) (6.00 mmol) were added. The resulting solution was allowed to stir at room temperature for 18 hours. The solvent was removed under reduced pressure and the resulting mixture is flash chromatographed (e... Starting materials: CS(=O)(=O)Cl, ClCCl, Nc1nc2ccccc2[nH]1, CN(C)C=O. Product: CS(=O)(=O)n1c(N)nc2ccccc21. As a reaction SMILES: [CH3:16][S:17](=[O:18])(=[O:19])[Cl:20].[Cl:21][CH2:22][Cl:23].[NH2:1][c:2]1[nH:3][c:4]2[c:5]([n:6]1)[cH:7][cH:8][cH:9][cH:10]2.[O:11]=[CH:12][N:13]([CH3:14])[CH3:15]>>[NH2:1][c:2]1[n:3]([S:17]([CH3:16])(=[O:18])=[O:19])[c:4]2[c:5]([n:6]1)[cH:7][cH:8][cH:9][cH:10]2. Reactants: COCc1nc(-c2ccc(C(F)(F)F)cc2)ccc1CO, ClCCl, O=S(Cl)Cl. The product is COCc1nc(-c2ccc(C(F)(F)F)cc2)ccc1CCl. As a reaction SMILES: [CH3:1][O:2][CH2:3][c:4]1[n:5][c:6](-[c:12]2[cH:13][cH:14][c:15]([C:18]([F:19])([F:20])[F:21])[cH:16][cH:17]2)[cH:7][cH:8][c:9]1[CH2:10][OH:11].[Cl:26][CH2:27][Cl:28].[S:22]([Cl:23])([Cl:24])=[O:25]>>[CH3:1][O:2][CH2:3][c:4]1[n:5][c:6](-[c:12]2[cH:13][cH:14][c:15]([C:18]([F:19])([F:20])[F:21])[cH:16][cH:17]2)[cH:7][cH:8][c:9]1[CH2:10][Cl:24].